From a dataset of the Open Reaction Database (ORD), a public repository of structured organic reaction records. describe an organic reaction: reactants, conditions, products, and yield Starting materials: C(C)OC1=NN(C=C1CCC(=O)OCC)CC1=CC=C(C=C1)O (ethyl 3-[3-ethoxy-1-(4-hydroxybenzyl)-1H-pyrazol-4-yl]propionate), ClCC=1C=CC(=NC1)C1=CC=CC=C1 (5-chloromethyl-2-phenylpyridine), C([O-])([O-])=O.[K+].[K+] (potassium carbonate), CN(C=O)C (N,N-dimethylformamide). Run in O (water). Reaction conditions: temperature 80 celsius, time 5 hour. The product is C(C)OC1=NN(C=C1CCC(=O)O)CC1=CC=C(C=C1)OCC=1C=NC(=CC1)C1=CC=CC=C1 (3-[3-ethoxy-1-[4-(6-phenyl-3-pyridylmethoxy)benzyl]-1H-pyrazol-4-yl]propionic acid). Yield: 90.8%. As a reaction SMILES: [CH2:1]([O:3][C:4]1[C:8]([CH2:9][CH2:10][C:11]([O:13]CC)=[O:12])=[CH:7][N:6]([CH2:16][C:17]2[CH:22]=[CH:21][C:20]([OH:23])=[CH:19][CH:18]=2)[N:5]=1)[CH3:2].Cl[CH2:25][C:26]1[CH:27]=[CH:28][C:29]([C:32]2[CH:37]=[CH:36][CH:35]=[CH:34][CH:33]=2)=[N:30][CH:31]=1.C(=O)([O-])[O-].[K+].[K+].CN(C)C=O>O>[CH2:1]([O:3][C:4]1[C:8]([CH2:9][CH2:10][C:11]([OH:13])=[O:12])=[CH:7][N:6]([CH2:16][C:17]2[CH:18]=[CH:19][C:20]([O:23][CH2:25][C:26]3[CH:31]=[N:30][C:29]([C:32]4[CH:33]=[CH:34][CH:35]=[CH:36][CH:37]=4)=[CH:28][CH:27]=3)=[CH:21][CH:22]=2)[N:5]=1)[CH3:2] |f:2.3.4|. Procedure: A mixture of ethyl 3-[3-ethoxy-1-(4-hydroxybenzyl)-1H-pyrazol-4-yl]propionate (690 mg), 5-chloromethyl-2-phenylpyridine (470 mg), potassium carbonate (450 mg) and N,N-dimethylformamide (10 ml) was stirred at 80° C. for 5 hours. The reaction mixture was poured into water, and extracted with ethyl acetate. The ethyl acetate layer was washed with saturated aqueous sodium chloride solution, dried (MgSO4), and concentrated. The residue was subjected to silica gel chromatography to obtain a colorless ... Reactants: N1=CC(=CC=C1)CC=1C=NC=CC1 (3-(pyridin-3-ylmethyl)pyridine), [Li+].CC(C)[N-]C(C)C (LDA), BrC1=NC(=CC=C1)C(Cl)C1=NC(=CC=C1)Br (2-Bromo-6-[(6-bromopyridin-2-yl)(chloro)methyl]pyridine). The solvent is C1CCOC1 (THF), C1CCOC1 (THF). Run at time 1 hour. Yields the product BrC1=NC(=CC=C1)C(C(C=1C=NC=CC1)C1=NC=CC=C1)C1=NC(=CC=C1)Br (2-bromo-6-[1-(6-bromopyridin-2-yl)-2-pyridin-2-yl-2-pyridin-3-ylethyl]pyridine). RXN SMILES: N1[CH:6]=[CH:5][CH:4]=[C:3]([CH2:7][C:8]2[CH:9]=[N:10][CH:11]=[CH:12][CH:13]=2)C=1.[Li+].C[CH:16]([N-:18]C(C)C)C.[Br:22][C:23]1[CH:28]=[CH:27][CH:26]=[C:25]([CH:29]([C:31]2[CH:36]=[CH:35][CH:34]=[C:33]([Br:37])[N:32]=2)Cl)[N:24]=1>C1COCC1>[Br:22][C:23]1[CH:28]=[CH:27][CH:26]=[C:25]([CH:29]([C:31]2[CH:36]=[CH:35][CH:34]=[C:33]([Br:37])[N:32]=2)[CH:7]([C:3]2[CH:4]=[CH:5][CH:6]=[CH:16][N:18]=2)[C:8]2[CH:9]=[N:10][CH:11]=[CH:12][CH:13]=2)[N:24]=1 |f:1.2|. Reported procedure: To the solution of 3-(pyridin-3-ylmethyl)pyridine (0.085 g, 0.5 mmol) in THF (5 mL) at −78° C. was added LDA (0.3 mL, 1.8 M) and stirred for 1 h. 2-Bromo-6-[(6-bromopyridin-2-yl)(chloro)methyl]pyridine (0.181 g, 0.5 mmol) in THF (2 mL) was added. The mixture was stirred at 0° C. for 1 h. The reaction was quenched with ice and extracted with CH2Cl2. The combined organic layer was dried, filtered, and concentrated to give a solid. The solid was purified by silica gel chromatography (50% EtOAc in h...